From a dataset of the Open Reaction Database (ORD), a public repository of structured organic reaction records. describe an organic reaction: reactants, conditions, products, and yield The reactants are C(C)(=O)OCC (ethyl acetate), CN(CCNC(=O)C=1N(C2=CC=CC=C2C1C(C1=CC=C(C=C1)OCOC)C1=CC=C(C=C1)OCOC)CCN(C)C)C (N-(2-Dimethylaminoethyl)-3-{bis[4-(methoxymethoxy)phenyl]methyl}-1-(2-dimethylaminoethyl)indole-2-carboxamide), C([O-])(O)=O.[Na+] (sodium bicarbonate), Cl (hydrochloric acid). Run in C(C)O (ethanol). Product: CN(CCNC(=O)C=1N(C2=CC=CC=C2C1C(C1=CC=C(C=C1)O)C1=CC=C(C=C1)O)CCN(C)C)C (N-(2-Dimethylaminoethyl)-3-[bis(4-hydroxyphenyl)methyl]-1-(2-dimethylaminoethyl)indole-2-carboxamide). The yield is 75.9%. Reaction SMILES: [CH3:1][N:2]([CH3:43])[CH2:3][CH2:4][NH:5][C:6]([C:8]1[N:9]([CH2:38][CH2:39][N:40]([CH3:42])[CH3:41])[C:10]2[C:15]([C:16]=1[CH:17]([C:28]1[CH:33]=[CH:32][C:31]([O:34]COC)=[CH:30][CH:29]=1)[C:18]1[CH:23]=[CH:22][C:21]([O:24]COC)=[CH:20][CH:19]=1)=[CH:14][CH:13]=[CH:12][CH:11]=2)=[O:7].Cl.C(=O)(O)[O-].[Na+].C(OCC)(=O)C>C(O)C>[CH3:43][N:2]([CH3:1])[CH2:3][CH2:4][NH:5][C:6]([C:8]1[N:9]([CH2:38][CH2:39][N:40]([CH3:42])[CH3:41])[C:10]2[C:15]([C:16]=1[CH:17]([C:28]1[CH:33]=[CH:32][C:31]([OH:34])=[CH:30][CH:29]=1)[C:18]1[CH:23]=[CH:22][C:21]([OH:24])=[CH:20][CH:19]=1)=[CH:14][CH:13]=[CH:12][CH:11]=2)=[O:7] |f:2.3|. Reported procedure: Compound 49 (2.48 g, 4.21 mmol) obtained in Example 49 was dissolved in ethanol (50 ml), and 15 ml of 2N hydrochloric acid was added thereto, followed by heating under reflux for 2 hours. After cooling the reaction solution, a saturated aqueous solution of sodium bicarbonate was added thereto for neutralization. A little amount of ethyl acetate was added to the mixture followed by stirring at room temperature. The resulting crystals were collected by filtration, washed with water, and dried unde... Reactants: OC(C)(C)[C@@H]1[C@H](C(N1C(CC1=CC=C(C=C1)OC)CC1=CC=C(C=C1)OC)=O)[C@@H](C)O ((3S,4S)-4-(1-Hydroxy-1-methylethyl)-3-(1-(R)-hydroxyethyl)-1-di(p-anisyl)methyl-2-azetidinone), Cl (Hydrochloric acid), ClC(=O)OCC1=CC=CC=C1 (Benzyl chloroformate), resultant mixture. The reagents and catalysts are CN(C1=CC=NC=C1)C (4-dimethylaminopyridine). Solvent: ClCCl (dichloromethane). Conditions: time 10 hour. Product: OC(C)(C)[C@@H]1[C@H](C(N1C(CC1=CC=C(C=C1)OC)CC1=CC=C(C=C1)OC)=O)[C@@H](C)OC(=O)OCC1=CC=CC=C1 ((3S,4S)-4-(1-hydroxy-1-methylethyl)-3-(1-(R)-benzyloxycarbonyloxyethyl)-1-di(p-anisyl)methyl-2-azetidinone). Reaction SMILES: [OH:1][C:2]([C@H:5]1[N:8]([CH:9]([CH2:19][C:20]2[CH:25]=[CH:24][C:23]([O:26][CH3:27])=[CH:22][CH:21]=2)[CH2:10][C:11]2[CH:16]=[CH:15][C:14]([O:17][CH3:18])=[CH:13][CH:12]=2)[C:7](=[O:28])[C@@H:6]1[C@H:29]([OH:31])[CH3:30])([CH3:4])[CH3:3].Cl[C:33]([O:35][CH2:36][C:37]1[CH:42]=[CH:41][CH:40]=[CH:39][CH:38]=1)=[O:34].Cl>CN(C)C1C=CN=CC=1.ClCCl>[OH:1][C:2]([C@H:5]1[N:8]([CH:9]([CH2:19][C:20]2[CH:21]=[CH:22][C:23]([O:26][CH3:27])=[CH:24][CH:25]=2)[CH2:10][C:11]2[CH:12]=[CH:13][C:14]([O:17][CH3:18])=[CH:15][CH:16]=2)[C:7](=[O:28])[C@@H:6]1[C@H:29]([O:31][C:33]([O:35][CH2:36][C:37]1[CH:42]=[CH:41][CH:40]=[CH:39][CH:38]=1)=[O:34])[CH3:30])([CH3:4])[CH3:3]. Procedure details: (3S,4S)-4-(1-Hydroxy-1-methylethyl)-3-(1-(R)-hydroxyethyl)-1-di(p-anisyl)methyl-2-azetidinone (26 g) and 4-dimethylaminopyridine (16 g) were dissolved in dry dichloromethane (200 ml). Benzyl chloroformate (20 g) was added dropwise thereto over a period of 1 hour with ice-cooling, and the resultant mixture was stirred for 2 hours and warmed to room temperature, followed by stirring at the same temperature as above for 10 hours. 5% Hydrochloric acid (100 ml) was poured into the reaction mixture wi... The reactants are [C]=O (carbon monoxide), IC=1C=C(C(=O)O)C=CC1C(C)C (3-iodo-4-isopropylbenzoic acid), C1(=CC=CC=C1)P(CCCP(C1=CC=CC=C1)C1=CC=CC=C1)C1=CC=CC=C1 (1,3-bis(diphenylphosphino)propane), C([O-])([O-])=O.[K+].[K+] (potassium carbonate). The reagents and catalysts are C(C)(=O)[O-].[Pd+2].C(C)(=O)[O-] (palladium acetate). The solvent is CO (MeOH). Run at temperature 75 celsius. The product is C(C)(C)C1=C(C=C(C(=O)O)C=C1)C(=O)OC (4-Isopropyl-3-(methoxycarbonyl)benzoic acid). Yield: 857.1%. Reaction SMILES: I[C:2]1[CH:3]=[C:4]([CH:8]=[CH:9][C:10]=1[CH:11]([CH3:13])[CH3:12])[C:5]([OH:7])=[O:6].[C:14]1(P(C2C=CC=CC=2)CCCP(C2C=CC=CC=2)C2C=CC=CC=2)C=CC=CC=1.[C:43](=[O:46])([O-])[O-:44].[K+].[K+].[C]=O>C([O-])(=O)C.[Pd+2].C([O-])(=O)C.CO>[CH:11]([C:10]1[CH:9]=[CH:8][C:4]([C:5]([OH:7])=[O:6])=[CH:3][C:2]=1[C:43]([O:44][CH3:14])=[O:46])([CH3:13])[CH3:12] |f:2.3.4,6.7.8,^3:48|. Procedure details: A parr reactor was charged with 3-iodo-4-isopropylbenzoic acid (60 mg, 0.207 mmol), palladium acetate, MeOH (25 mL), 1,3-bis(diphenylphosphino)propane (4.31 mg, 0.021 mmol), and potassium carbonate (57 mg, 0.414 mmol) and pressurized with 80 psi of carbon monoxide gas. The reaction was heated at 75° C. overnight. The reaction was cooled, concentrated, and partitioned between 15 mL water/15 mL methylene chloride. The aqueous portion was acidified with 1 N HCl and extracted with methylene chloride...